From a dataset of the Open Reaction Database (ORD), a public repository of structured organic reaction records. describe an organic reaction: reactants, conditions, products, and yield Reactants: ClCCCN1CCN(CC1)C1=CC=C(C=C1)F (1-(3-chloropropyl)-4-(4-fluorophenyl)piperazine), O (water), C1=CC=CC2=C1C1=C(NS2(=O)=O)C=CC=C1 (6H-dibenzo[c,e]-1,2-thiazine 5,5-dioxide), [H-].[Na+] (sodium hydride). Solvent: CN(C=O)C (N,N-dimethylformamide), C(C)(=O)OCC (ethyl acetate), CN(C=O)C (N,N-dimethylformamide), CN(C=O)C (N,N-dimethylformamide). Conditions: temperature 100 celsius, time 30 minute. Product: FC1=CC=C(C=C1)N1CCN(CC1)CCCN1S(C2=C(C3=C1C=CC=C3)C=CC=C2)(=O)=O (6-[3-(4-(4-Fluorophenyl)-1-piperazinyl)propyl]-6H-dibenzo[c,e]-1,2-thiazine 5,5-dioxide). The yield is 72.4%. Reaction SMILES: [CH:1]1[C:6]2[C:7]3[CH:16]=[CH:15][CH:14]=[CH:13][C:8]=3[NH:9][S:10](=[O:12])(=[O:11])[C:5]=2[CH:4]=[CH:3][CH:2]=1.[H-].[Na+].Cl[CH2:20][CH2:21][CH2:22][N:23]1[CH2:28][CH2:27][N:26]([C:29]2[CH:34]=[CH:33][C:32]([F:35])=[CH:31][CH:30]=2)[CH2:25][CH2:24]1.O>CN(C)C=O.C(OCC)(=O)C>[F:35][C:32]1[CH:31]=[CH:30][C:29]([N:26]2[CH2:25][CH2:24][N:23]([CH2:22][CH2:21][CH2:20][N:9]3[C:8]4[CH:13]=[CH:14][CH:15]=[CH:16][C:7]=4[C:6]4[CH:1]=[CH:2][CH:3]=[CH:4][C:5]=4[S:10]3(=[O:12])=[O:11])[CH2:28][CH2:27]2)=[CH:34][CH:33]=1 |f:1.2|. Procedure details: A solution of 6H-dibenzo[c,e]-1,2-thiazine 5,5-dioxide (2 g) in dry N,N-dimethylformamide (15 cc) is added dropwise to a suspension of sodium hydride (0.27 g, 80% suspension in oil) in N,N-dimethylformamide (5 cc). After 30 minutes' stirring, a solution of 1-(3-chloropropyl)-4-(4-fluorophenyl)piperazine (2.2 g) in N,N-dimethylformamide (15 cc) is added. The reaction mixture is heated to 100° C. for 1 hour and 15 minutes and is then cooled and poured into a mixture of water (200 cc) and ethyl ace... Starting materials: NC1N(C=CC=C1C(C(C)(F)F)=O)C1=CC=C(C=C1)Cl (2-Amino-N-(4-chlorophenyl)-3-(2,2-difluoropropionyl)pyridine), S(O)(O)(=O)=O (sulfuric acid). Run in CCOC(=O)C.CCCCCC (EtOAc hexane). Reaction conditions: time 47.5 hour. Yields the product ClC1=CC2=C(NC=3N=CC=CC3C2(C(C)(F)F)O)C=C1 (7-Chloro-5-hydroxy-5-(1,1-difluoroethyl)-5,10-dihydrobenzo[b][1,8]naphthyridine). Isolated yield 91.1%. As a reaction SMILES: [NH2:1][CH:2]1[C:7]([C:8](=[O:13])[C:9]([F:12])([F:11])[CH3:10])=[CH:6][CH:5]=[CH:4][N:3]1[C:14]1[CH:19]=[CH:18][C:17]([Cl:20])=[CH:16][CH:15]=1.S(=O)(=O)(O)O>CCOC(C)=O.CCCCCC>[Cl:20][C:17]1[CH:16]=[CH:15][C:14]2[NH:3][C:2]3[N:1]=[CH:4][CH:5]=[CH:6][C:7]=3[C:8]([OH:13])([C:9]([F:11])([F:12])[CH3:10])[C:19]=2[CH:18]=1 |f:2.3|. Procedure: Method JJ: 2-Amino-N-(4-chlorophenyl)-3-(2,2-difluoropropionyl)pyridine (35) (190 mg, 0.640 mmol) was treated with conc. sulfuric acid (1 mL). The resulting red homogeneous solution was stirred at room temperature for 47.5 h. The reaction was quenched with saturated aqueous Na2CO3 (15 mL), and extracted with EtOAc (3×). The combined organic layers were washed with brine, dried over MgSO4, filtered and concentrated in vacuo. Flash chromatography (50% EtOAc-hexane) provided 37 (173 mg, 91% yield) ... The reactants are CCO, COc1cc2c(cc1OC)NC(=O)C2, CCOC=O, [Na]. Product: COc1cc2c(cc1OC)C(=CO)C(=O)N2. As a reaction SMILES: [CH3:21][CH2:22][OH:23].[CH3:2][O:3][c:4]1[cH:5][c:6]2[c:10]([cH:11][c:12]1[O:13][CH3:14])[NH:9][C:8](=[O:15])[CH2:7]2.[CH:16](=[O:17])[O:18][CH2:19][CH3:20].[Na:1]>>[CH3:2][O:3][c:4]1[cH:5][c:6]2[c:10]([cH:11][c:12]1[O:13][CH3:14])[NH:9][C:8](=[O:15])[C:7]2=[CH:16][OH:17]. Reactants: C(C)(C)(C)OC(NC1=C(C=C(C(=C1)N(CCC)C)Cl)NC(CC(C1=CC(=CC=C1)N1N=NC=C1COC1OCCCC1)=O)=O)=O ((RS)-[4-chloro-5-(methyl-propyl-amino)-2-(3-oxo-3-{3-[5-(tetrahydro-pyran-2-yloxymethyl)-[1,2,3]triazol-1-yl]-phenyl}-propionylamino)-phenyl]-carbamic acid tert-butyl ester), C(=O)(C(F)(F)F)O (TFA). The solvent is C(Cl)Cl (CH2Cl2). Yields the product ClC=1C(=CC2=C(NC(CC(=N2)C2=CC(=CC=C2)N2N=NC=C2CO)=O)C1)N(CCC)C (8-Chloro-7-(methyl-propyl-amino)-4-[3-(5-hydroxymethyl-[1,2,3]triazol-1-yl)-phenyl]-1,3-dihydro-benzo[b][1,4]diazepin-2-one), solid. Reaction SMILES: C(OC(=O)[NH:7][C:8]1[CH:13]=[C:12]([N:14]([CH3:18])[CH2:15][CH2:16][CH3:17])[C:11]([Cl:19])=[CH:10][C:9]=1[NH:20][C:21](=[O:44])[CH2:22][C:23](=O)[C:24]1[CH:29]=[CH:28][CH:27]=[C:26]([N:30]2[C:34]([CH2:35][O:36]C3CCCCO3)=[CH:33][N:32]=[N:31]2)[CH:25]=1)(C)(C)C.C(O)(C(F)(F)F)=O>C(Cl)Cl>[Cl:19][C:11]1[C:12]([N:14]([CH3:18])[CH2:15][CH2:16][CH3:17])=[CH:13][C:8]2[N:7]=[C:23]([C:24]3[CH:29]=[CH:28][CH:27]=[C:26]([N:30]4[C:34]([CH2:35][OH:36])=[CH:33][N:32]=[N:31]4)[CH:25]=3)[CH2:22][C:21](=[O:44])[NH:20][C:9]=2[CH:10]=1. Procedure: The title compound was prepared from (RS)-[4-chloro-5-(methyl-propyl-amino)-2-(3-oxo-3-{3-[5-(tetrahydro-pyran-2-yloxymethyl)-[1,2,3]triazol-1-yl]-phenyl}-propionylamino)-phenyl]-carbamic acid tert-butyl ester (Example M27) (0.4 g, 0.64 mmol) by treatment with TFA in CH2Cl2 according to the general procedure N. Obtained as a pale yellow solid (110 mg). Starting materials: Cl.OC1=NC=CC=N1 (2-hydroxypyrimidine hydrochloride), C(=O)([O-])[O-].[Na+].[Na+] (Na2CO3), [Na+].[I-] (NaI), ClCC1=CC2=CC=CC=C2C=C1 (2-(chloromethyl) naphthalene). The solvent is CO (methanol). Product: C1=C(C=CC2=CC=CC=C12)CN1C(N=CC=C1)=O (1-(2-naphthylmethyl)2-(1H)-pyrimidone). The yield is 92.0%. As a reaction SMILES: Cl.[OH:2][C:3]1[N:8]=[CH:7][CH:6]=[CH:5][N:4]=1.C([O-])([O-])=O.[Na+].[Na+].[Na+].[I-].Cl[CH2:18][C:19]1[CH:28]=[CH:27][C:26]2[C:21](=[CH:22][CH:23]=[CH:24][CH:25]=2)[CH:20]=1>CO>[CH:20]1[C:21]2[C:26](=[CH:25][CH:24]=[CH:23][CH:22]=2)[CH:27]=[CH:28][C:19]=1[CH2:18][N:4]1[CH:5]=[CH:6][CH:7]=[N:8][C:3]1=[O:2] |f:0.1,2.3.4,5.6|. Procedure details: A 14.6 g (0.11 mole) portion of 2-hydroxypyrimidine hydrochloride in 700 ml of methanol was treated with 23.3 g (0.22 mole) of Na2CO3, 7.5 g (0.05 mole) of NaI and 20.0 g (0.11 mole) of 2-(chloromethyl) naphthalene. The reaction mixture was refluxed for 18 hrs and concentrated to dryness under reduced pressure. The solid was taken up in 200 ml of H2O and extracted with 300 ml of CHCl3. The chloroform extract was washed with 100 ml of H2O, dried over MgSO4 for 2 hrs and filtered. The filtrate was... The reactants are ClC1=C(CCl)C=CC(=C1)F (2-chloro-4-fluorobenzyl chloride), C(C(C)C)=O (isobutyraldehyde), [OH-].[Na+] (sodium hydroxide). Reagents/catalysts: [I-].C(CCC)[N+](CCCC)(CCCC)CCCC (tetrabutylammonium iodide). Run in C1(=CC=CC=C1)C (toluene), C1(=CC=CC=C1)C (toluene). Reaction conditions: time 3 hour. The product is ClC1=C(C=CC(=C1)F)CC(C=O)(C)C ((2-chloro-4-fluorophenyl)-pivalaldehyde). The yield is 57.9%. As a reaction SMILES: [Cl:1][C:2]1[CH:9]=[C:8]([F:10])[CH:7]=[CH:6][C:3]=1[CH2:4]Cl.[CH:11](=[O:15])[CH:12]([CH3:14])[CH3:13].[OH-].[Na+]>C1(C)C=CC=CC=1.[I-].C([N+](CCCC)(CCCC)CCCC)CCC>[Cl:1][C:2]1[CH:9]=[C:8]([F:10])[CH:7]=[CH:6][C:3]=1[CH2:4][C:12]([CH3:14])([CH3:13])[CH:11]=[O:15] |f:2.3,5.6|. Procedure details: 65.0 g of 2-chloro-4-fluorobenzyl chloride in 90 ml of toluene and 28.8 g of isobutyraldehyde are added dropwise, simultaneously but separately, with thorough mixing at 80° C. in the course of 30 minutes to a mixture of 1.9 g of tetrabutylammonium iodide, 155 g of 30% strength sodium hydroxide solution and 115 ml of toluene, and stirring is continued for 3 hours at 80° C. The organic phase is separated off, washed with three times 50 ml of water, dried, and concentrated (58.5 g) by short-path di... The reactants are CC(=O)O, COCCOC, O=CCc1ccccc1, C1CCNCC1, O=C1CSC(=S)N1N=c1sc2ccccc2s1. Yields the product O=C1C(=CCc2ccccc2)SC(=S)N1N=c1sc2ccccc2s1. RXN SMILES: [C:33]([OH:34])(=[O:35])[CH3:36].[CH3:37][O:38][CH2:39][CH2:40][O:41][CH3:42].[CH:18](=[O:19])[CH2:20][c:21]1[cH:22][cH:23][cH:24][cH:25][cH:26]1.[NH:27]1[CH2:28][CH2:29][CH2:30][CH2:31][CH2:32]1.[s:1]1[c:2](=[N:10][N:11]2[C:12](=[S:17])[S:13][CH2:14][C:15]2=[O:16])[s:3][c:4]2[c:5]1[cH:6][cH:7][cH:8][cH:9]2>>[s:1]1[c:2](=[N:10][N:11]2[C:12](=[S:17])[S:13][C:14](=[CH:18][CH2:20][c:21]3[cH:22][cH:23][cH:24][cH:25][cH:26]3)[C:15]2=[O:16])[s:3][c:4]2[c:5]1[cH:6][cH:7][cH:8][cH:9]2. Starting materials: Cl/C(=C/C(=O)OC)/CCCCC1=CC=CC=C1 (methyl (E)-3-chloro-7-phenyl-2-heptenoate), COC=1C=C(C=CC1OC)S (3,4-dimethoxythiophenol), C([O-])([O-])=O.[K+].[K+] (potassium carbonate). The solvent is CO (methanol). The product is COC=1C=C(C=CC1OC)S/C(=C/C(=O)OC)/CCCCC1=CC=CC=C1 (methyl (E)-3-[(3,4-dimethoxyphenyl)thio]-7-phenyl-2-heptenoate). Isolated yield 30.4%. RXN SMILES: Cl/[C:2](/[CH2:8][CH2:9][CH2:10][CH2:11][C:12]1[CH:17]=[CH:16][CH:15]=[CH:14][CH:13]=1)=[CH:3]/[C:4]([O:6][CH3:7])=[O:5].[CH3:18][O:19][C:20]1[CH:21]=[C:22]([SH:28])[CH:23]=[CH:24][C:25]=1[O:26][CH3:27].C(=O)([O-])[O-].[K+].[K+]>CO>[CH3:18][O:19][C:20]1[CH:21]=[C:22]([S:28]/[C:2](/[CH2:8][CH2:9][CH2:10][CH2:11][C:12]2[CH:17]=[CH:16][CH:15]=[CH:14][CH:13]=2)=[CH:3]/[C:4]([O:6][CH3:7])=[O:5])[CH:23]=[CH:24][C:25]=1[O:26][CH3:27] |f:2.3.4|. Procedure details: A mixture of methyl (E)-3-chloro-7-phenyl-2-heptenoate (1.3 g, 5.1 mmol), 3,4-dimethoxythiophenol (0.86 g, 5.1 mmol) and potassium carbonate (0.7 g, 5.1 mmol) in methanol (50 mL) is heated under reflux for 3 hours. The mixture is filtered and the filtrate is poured into water and is extracted with ether. The organic layer is washed with water and is dried over MgSO4. The solvent is removed in vacuo and the residue is chromatographed (4:1 hexane:ethyl acetate) to obtain methyl (E)-3-[(3,4-dimetho... The reactants are [H-].[Na+] (NaH), FC1=CC=C(C=C1)N1C(NC=C1C1=CC=CC=C1)=O (1-(4-Fluorophenyl)-5-phenyl-4-imidazolin-2-one), COC(CCCCCCCBr)=O (8-bromocaprylic acid methyl ester). Run in CN(C)C=O (DMF). Product: COC(CCCCCCCN1C(N(C(=C1)C1=CC=CC=C1)C1=CC=C(C=C1)F)=O)=O (8-[3-(4-Fluorophenyl)-2-oxo-4-phenyl-4-imidazolin-1-yl] caprylic acid methyl ester). RXN SMILES: [H-].[Na+].[F:3][C:4]1[CH:9]=[CH:8][C:7]([N:10]2[C:14]([C:15]3[CH:20]=[CH:19][CH:18]=[CH:17][CH:16]=3)=[CH:13][NH:12][C:11]2=[O:21])=[CH:6][CH:5]=1.[CH3:22][O:23][C:24](=[O:33])[CH2:25][CH2:26][CH2:27][CH2:28][CH2:29][CH2:30][CH2:31]Br>CN(C=O)C>[CH3:22][O:23][C:24](=[O:33])[CH2:25][CH2:26][CH2:27][CH2:28][CH2:29][CH2:30][CH2:31][N:12]1[CH:13]=[C:14]([C:15]2[CH:20]=[CH:19][CH:18]=[CH:17][CH:16]=2)[N:10]([C:7]2[CH:6]=[CH:5][C:4]([F:3])=[CH:9][CH:8]=2)[C:11]1=[O:21] |f:0.1|. Reported procedure: The product is product as described in example 1 from 2.16 g of NaH (80% suspension in mineral oil), 18.3 g of 1-(4-Fluorophenyl)-5-phenyl-4-imidazolin-2-one, 150 cc. of DMF, 17.1 g of 8-bromocaprylic acid methyl ester and 2.16 g of NaJ.